From a dataset of the Open Reaction Database (ORD), a public repository of structured organic reaction records. describe an organic reaction: reactants, conditions, products, and yield The reactants are BrCCOc1ccccc1, O=C([O-])[O-], Cl, [Cs+], [Cs+], CN(C)C=O, COC(=O)c1ccc2ccccc2c1O. Yields the product COC(=O)c1ccc2ccccc2c1OCCOc1ccccc1. As a reaction SMILES: [Br:22][CH2:23][CH2:24][O:25][c:26]1[cH:27][cH:28][cH:29][cH:30][cH:31]1.[C:1](=[O:2])([O-:3])[O-:4].[ClH:32].[Cs+:5].[Cs+:6].[O:33]=[CH:34][N:35]([CH3:36])[CH3:37].[OH:7][c:8]1[c:9]([C:18](=[O:19])[O:20][CH3:21])[cH:10][cH:11][c:12]2[cH:13][cH:14][cH:15][cH:16][c:17]12>>[O:7]([c:8]1[c:9]([C:18](=[O:19])[O:20][CH3:21])[cH:10][cH:11][c:12]2[cH:13][cH:14][cH:15][cH:16][c:17]12)[CH2:23][CH2:24][O:25][c:26]1[cH:27][cH:28][cH:29][cH:30][cH:31]1. Starting materials: CN1CCC(CC1)C1=NOC2=C1C=C(C=C2)C (3-(1-methyl-4-piperidyl)-5-methyl-1,2-benzisoxazole), N#CBr (cyanogen bromide), C([O-])([O-])=O.[K+].[K+] (potassium carbonate). Solvent: C(Cl)(Cl)Cl (chloroform). Reaction conditions: time 48 hour. Product: C(#N)N1CCC(CC1)C1=NOC2=C1C=C(C=C2)C (3-(1-Cyano-4-piperidyl)-5-methyl-1,2-benzisoxazole). Yield: 34.0%. As a reaction SMILES: [CH3:1][N:2]1[CH2:7][CH2:6][CH:5]([C:8]2[C:12]3[CH:13]=[C:14]([CH3:17])[CH:15]=[CH:16][C:11]=3[O:10][N:9]=2)[CH2:4][CH2:3]1.[N:18]#CBr.C(=O)([O-])[O-].[K+].[K+]>C(Cl)(Cl)Cl>[C:1]([N:2]1[CH2:7][CH2:6][CH:5]([C:8]2[C:12]3[CH:13]=[C:14]([CH3:17])[CH:15]=[CH:16][C:11]=3[O:10][N:9]=2)[CH2:4][CH2:3]1)#[N:18] |f:2.3.4|. Reported procedure: A suspension of 0.5 g of 3-(1-methyl-4-piperidyl)-5-methyl-1,2-benzisoxazole, 0.37 g of cyanogen bromide and 1.5 g of potassium carbonate in 50 ml of chloroform was heated under reflux for 48 hrs and stirred at room temperature for 48 hrs. The reaction was filtered, the solvent was removed and the residue was triturated with hexane to give a solid. The solid was recrystallized from hexane (three times) to give 0.178 g (37%) of product, mp, 125°-126°. Starting materials: CCCC[N+](CCCC)(CCCC)CCCC, CC(C)C(=O)Nc1cccc(C2CCNCC2)c1, CCN(C(C)C)C(C)C, ClC(Cl)Cl, FC(F)(F)c1cc(CBr)cc(C(F)(F)F)c1, [I-], N, C1COCCO1. Yields the product CC(C)C(=O)Nc1cccc(C2CCN(Cc3cc(C(F)(F)F)cc(C(F)(F)F)c3)CC2)c1. As a reaction SMILES: [CH2:46]([N+:47]([CH2:48][CH2:49][CH2:50][CH3:51])([CH2:52][CH2:53][CH2:54][CH3:55])[CH2:56][CH2:57][CH2:58][CH3:59])[CH2:60][CH2:61][CH3:62].[CH3:1][CH:2]([C:3](=[O:4])[NH:5][c:6]1[cH:7][c:8]([CH:12]2[CH2:13][CH2:14][NH:15][CH2:16][CH2:17]2)[cH:9][cH:10][cH:11]1)[CH3:18].[CH:35]([N:36]([CH:37]([CH3:38])[CH3:39])[CH2:40][CH3:41])([CH3:42])[CH3:43].[Cl:63][CH:64]([Cl:65])[Cl:66].[F:19][C:20]([c:21]1[cH:22][c:23]([CH2:24][Br:25])[cH:26][c:27]([C:29]([F:30])([F:31])[F:32])[cH:28]1)([F:33])[F:34].[I-:45].[NH3:44].[O:67]1[CH2:68][CH2:69][O:70][CH2:71][CH2:72]1>>[CH3:1][CH:2]([C:3](=[O:4])[NH:5][c:6]1[cH:7][c:8]([CH:12]2[CH2:13][CH2:14][N:15]([CH2:24][c:23]3[cH:22][c:21]([C:20]([F:19])([F:33])[F:34])[cH:28][c:27]([C:29]([F:30])([F:31])[F:32])[cH:26]3)[CH2:16][CH2:17]2)[cH:9][cH:10][cH:11]1)[CH3:18]. Procedure details: (S)-3-(tert-Butyldimethylsilyloxy)-4-chlorobutanal was prepared by the same route as (R)-3-(tert-butyldimethylsilyloxy)-4-chlorobutanal starting from (S)-2-hydroxysuccinic acid. 1H NMR (400 MHz, CDCl3) δ 9.72 (dd, J=1.6, 2.2 Hz, 1H), 4.33-4.28 (m, 1H), 3.46 (dd, J=4.7, 11.1 Hz, 1H), 3.39 (dd, J=6.4, 11.1 Hz, 1H), 2.68 (dd, J=1.5, 4.7 Hz, 1H), 2.62 (dd, J=2.3, 6.8 Hz, 1H), 0.79 (s, 9H), 0.04 (s, 3H), 0.01 (s, 3H). Starting materials: [Si](C)(C)(C(C)(C)C)O[C@H](CC=O)CCl ((R)-3-(tert-butyldimethylsilyloxy)-4-chlorobutanal), O[C@H](C(=O)O)CC(=O)O ((S)-2-hydroxysuccinic acid). Reaction SMILES: [Si:1]([O:8][C@@H:9]([CH2:13][Cl:14])[CH2:10][CH:11]=[O:12])([C:4]([CH3:7])([CH3:6])[CH3:5])([CH3:3])[CH3:2].O[C@@H](CC(O)=O)C(O)=O>>[Si:1]([O:8][C@H:9]([CH2:13][Cl:14])[CH2:10][CH:11]=[O:12])([C:4]([CH3:7])([CH3:6])[CH3:5])([CH3:3])[CH3:2]. The product is [Si](C)(C)(C(C)(C)C)O[C@@H](CC=O)CCl ((S)-3-(tert-Butyldimethylsilyloxy)-4-chlorobutanal). The reactants are CNC(C1=C(C=C(C=C1)B1OC(C(O1)(C)C)(C)C)C)=O (N,2-Dimethyl-4-(4,4,5,5-tetramethyl-1,3,2-dioxaborolan-2-yl)benzamide), BrC1=CN=C(N=N1)N (6-Bromo-1,2,4-triazin-3-amine), C([O-])([O-])=O.[K+].[K+] (potassium carbonate). The reagents and catalysts are C=1C=CC(=CC1)[P](C=2C=CC=CC2)(C=3C=CC=CC3)[Pd]([P](C=4C=CC=CC4)(C=5C=CC=CC5)C=6C=CC=CC6)([P](C=7C=CC=CC7)(C=8C=CC=CC8)C=9C=CC=CC9)[P](C=1C=CC=CC1)(C=1C=CC=CC1)C=1C=CC=CC1 (tetrakis(triphenylphosphine)palladium(0)). Solvent: C1(=CC=CC=C1)C (toluene), C(C)O (ethanol), O (water), CO (MeOH). Run at temperature 130 celsius. The product is NC=1N=NC(=CN1)C1=CC(=C(C(=O)NC)C=C1)C (4-(3-Amino-1,2,4-triazin-6-yl)-N,2-dimethylbenzamide). Yield: 45.2%. Reaction SMILES: [CH3:1][NH:2][C:3](=[O:20])[C:4]1[CH:9]=[CH:8][C:7](B2OC(C)(C)C(C)(C)O2)=[CH:6][C:5]=1[CH3:19].Br[C:22]1[N:27]=[N:26][C:25]([NH2:28])=[N:24][CH:23]=1.C(=O)([O-])[O-].[K+].[K+]>C1(C)C=CC=CC=1.C(O)C.O.CO.C1C=CC([P]([Pd]([P](C2C=CC=CC=2)(C2C=CC=CC=2)C2C=CC=CC=2)([P](C2C=CC=CC=2)(C2C=CC=CC=2)C2C=CC=CC=2)[P](C2C=CC=CC=2)(C2C=CC=CC=2)C2C=CC=CC=2)(C2C=CC=CC=2)C2C=CC=CC=2)=CC=1>[NH2:28][C:25]1[N:26]=[N:27][C:22]([C:7]2[CH:8]=[CH:9][C:4]([C:3]([NH:2][CH3:1])=[O:20])=[C:5]([CH3:19])[CH:6]=2)=[CH:23][N:24]=1 |f:2.3.4,^1:51,53,72,91|. Reported procedure: A mixture of N,2-dimethyl-4-(4,4,5,5-tetramethyl-1,3,2-dioxaborolan-2-yl)benzamide (Step 2, 0.3 g, 0.001 mol), 6-bromo-1,2,4-triazin-3-amine (0.21 g, 1.2 mmol, Example 2, Step 1), tetrakis(triphenylphosphine)palladium(0) (0.06 g, 0.05 mmol) and potassium carbonate (0.45 g, 3.3 mmol) in toluene (1.9 mL), ethanol (0.94 mL) and water (0.94 mL). The resulting mixture was heated at 130° C. for 2.5 h. The mixture was diluted with MeOH, filtered, and washed with DCM/methanol (90%). The filtrate was con... Starting materials: C(C)OC[C@H]1N(C(OC1)=O)C1=CC(=C(C=C1)C(=O)N1CCNCC1)F ((R)-4-ethoxymethyl-3-[3-fluoro-4-(piperazine-1-carbonyl)phenyl]oxazolidin-2-one), ClC1=NC=C(C=C1Cl)Cl (2,3,5-trichloropyridine). Product: ClC=1C(=NC=C(C1)Cl)N1CCN(CC1)C(=O)C1=C(C=C(C=C1)N1C(OC[C@H]1COCC)=O)F ((R)-3-{4-[4-(3,5-dichloropyridin-2-yl)piperazine-1-carbonyl]-3-fluorophenyl}-4-ethoxymethyloxazolidin-2-one). Isolated yield 66.6%. Reaction SMILES: [CH2:1]([O:3][CH2:4][C@@H:5]1[CH2:9][O:8][C:7](=[O:10])[N:6]1[C:11]1[CH:16]=[CH:15][C:14]([C:17]([N:19]2[CH2:24][CH2:23][NH:22][CH2:21][CH2:20]2)=[O:18])=[C:13]([F:25])[CH:12]=1)[CH3:2].Cl[C:27]1[C:32]([Cl:33])=[CH:31][C:30]([Cl:34])=[CH:29][N:28]=1>>[Cl:33][C:32]1[C:27]([N:22]2[CH2:23][CH2:24][N:19]([C:17]([C:14]3[CH:15]=[CH:16][C:11]([N:6]4[C@H:5]([CH2:4][O:3][CH2:1][CH3:2])[CH2:9][O:8][C:7]4=[O:10])=[CH:12][C:13]=3[F:25])=[O:18])[CH2:20][CH2:21]2)=[N:28][CH:29]=[C:30]([Cl:34])[CH:31]=1. Procedure details: By reaction and treatment in the same manner as in Example 147 and using (R)-4-ethoxymethyl-3-[3-fluoro-4-(piperazine-1-carbonyl)phenyl]oxazolidin-2-one (1.23 g) described in Preparation Example 160 and 2,3,5-trichloropyridine (1.28 g), the title compound (1.16 g) was obtained. MS(ESI)m/z:497(M+H)+. Starting materials: [Cl-], O=[N+]([O-])c1cc(C(F)(F)F)cc(Cl)c1F, Cl, [Na+], [OH-]. Yields the product Nc1cc(C(F)(F)F)cc(Cl)c1F. As a reaction SMILES: [Cl-:16].[Cl:1][c:2]1[c:3]([F:15])[c:4]([N+:12]([O-:13])=[O:14])[cH:5][c:6]([C:8]([F:9])([F:10])[F:11])[cH:7]1.[ClH:19].[Na+:18].[OH-:17]>>[Cl:1][c:2]1[c:3]([F:15])[c:4]([NH2:12])[cH:5][c:6]([C:8]([F:9])([F:10])[F:11])[cH:7]1.